Dataset: the Open Reaction Database (ORD), a public repository of structured organic reaction records. Task: describe an organic reaction: reactants, conditions, products, and yield Procedure: Prepared according to the procedure described in EXAMPLE 7, step 2 using 2-[4-bromo-2-(trifluoromethyl)phenyl]-3-{4-[2-(2,6-dichloro-4-methylphenoxy)ethoxy]phenyl}propanenitrile from step 1 and [2-(3-methoxypropyl)phenyl]boronic acid from EXAMPLE 3, step 1 as starting materials. Purification by column chromatography on silica gel (Combi-Flash by ISCO), eluting with Hex/EtOAc (5 to 10%, in 30 min) afforded the desired compound as a colorless oil. The product is ClC1=C(OCCOC2=CC=C(C=C2)CC(C#N)C2=C(C=C(C=C2)C2=C(C=CC=C2)CCCOC)C(F)(F)F)C(=CC(=C1)C)Cl (3-{4-[2-(2,6-dichloro-4-methylphenoxy)ethoxy]phenyl}-2-[2′-(3-methoxypropyl)-3-(trifluoromethyl)biphenyl-4-yl]propanenitrile). Reaction SMILES: Br[C:2]1[CH:7]=[CH:6][C:5]([CH:8]([CH2:11][C:12]2[CH:17]=[CH:16][C:15]([O:18][CH2:19][CH2:20][O:21][C:22]3[C:27]([Cl:28])=[CH:26][C:25]([CH3:29])=[CH:24][C:23]=3[Cl:30])=[CH:14][CH:13]=2)[C:9]#[N:10])=[C:4]([C:31]([F:34])([F:33])[F:32])[CH:3]=1.[CH3:35][O:36][CH2:37][CH2:38][CH2:39][C:40]1[CH:45]=[CH:44][CH:43]=[CH:42][C:41]=1B(O)O>>[Cl:30][C:23]1[CH:24]=[C:25]([CH3:29])[CH:26]=[C:27]([Cl:28])[C:22]=1[O:21][CH2:20][CH2:19][O:18][C:15]1[CH:16]=[CH:17][C:12]([CH2:11][CH:8]([C:5]2[CH:6]=[CH:7][C:2]([C:45]3[CH:44]=[CH:43][CH:42]=[CH:41][C:40]=3[CH2:39][CH2:38][CH2:37][O:36][CH3:35])=[CH:3][C:4]=2[C:31]([F:34])([F:33])[F:32])[C:9]#[N:10])=[CH:13][CH:14]=1. Starting materials: BrC1=CC(=C(C=C1)C(C#N)CC1=CC=C(C=C1)OCCOC1=C(C=C(C=C1Cl)C)Cl)C(F)(F)F (2-[4-bromo-2-(trifluoromethyl)phenyl]-3-{4-[2-(2,6-dichloro-4-methylphenoxy)ethoxy]phenyl}propanenitrile), COCCCC1=C(C=CC=C1)B(O)O ([2-(3-methoxypropyl)phenyl]boronic acid). Reactants: [N+](=[N-])=CC(=O)OCC (Ethyl diazoacetate), O1CC=CC1 (2,5-dihydrofuran), [OH-].[Li+] (lithium hydroxide). The reagents and catalysts are CC(=O)[O-].CC(=O)[O-].CC(=O)[O-].CC(=O)[O-].[Rh+2].[Rh+2] (rhodium(II) acetate dimer). Solvent: C(Cl)Cl (methylene chloride), C(Cl)Cl (methylene chloride), [OH-].[Na+] (sodium hydroxide), O (water), O (water), C(Cl)Cl (methylene chloride), CO (methanol). Run at time 16 hour. Yields the product C12COCC2C1C(=O)O (3-oxabicyclo[3.1.0]hexane-6-carboxylic acid). Reaction SMILES: [N+](=[CH:3][C:4]([O:6]CC)=[O:5])=[N-].[O:9]1[CH2:13][CH:12]=[CH:11][CH2:10]1.[OH-].[Li+]>C(Cl)Cl.CO.[OH-].[Na+].O.CC([O-])=O.CC([O-])=O.CC([O-])=O.CC([O-])=O.[Rh+2].[Rh+2]>[CH:11]12[CH:3]([C:4]([OH:6])=[O:5])[CH:12]1[CH2:13][O:9][CH2:10]2 |f:2.3,6.7,9.10.11.12.13.14|. Reported procedure: Ethyl diazoacetate (0.5 mL, 5.0 mmol) was added dropwise to a solution of 2,5-dihydrofuran (1.3 g, 19 mmol) and rhodium(II) acetate dimer (100 mg, 0.24 mmol) in methylene chloride (15 mL)—caution: gas evolution. The reaction mixture was stirred for 16 hours at room temperature, and then diluted with methylene chloride (50 mL) and washed with water (50 mL). The organic layer was separated, dried over sodium sulfate, filtered, and evaporated in vacuo to afford a residue that was redissolved in met...